describe an organic reaction: reactants, conditions, products, and yield From a dataset of the Open Reaction Database (ORD), a public repository of structured organic reaction records. Reactants: BrC=1C=NC(=NC1)C(=O)O (5-bromopyrimidine-2-carboxylic acid), [Cl-].[NH4+] (ammonium chloride), C(C(=O)Cl)(=O)Cl (Oxalyl chloride), C(C)(C)N(CC)C(C)C (diisopropylethylamine), ClC=1C=CC2=C(SC(=C2)S(=O)(=O)N2CC(NCC2)CC)C1 (1-[(6-chlorobenzo[b]thien-2-yl)sulfonyl]-3-ethylpiperazine). Run in C(Cl)Cl (methylene chloride), CN(C=O)C (N,N-dimethylformamide), C(Cl)Cl (methylene chloride). Reaction conditions: time 30 minute. Yields the product BrC=1C=NC(=NC1)C(=O)N1C(CN(CC1)S(=O)(=O)C1=CC2=C(S1)C=C(C=C2)Cl)CC (1-[(5-Bromopyrimidin-2-yl)carbonyl]-4-[(6-chlorobenzo[b]thien-2-yl)sulfonyl]-2-ethylpiperazine). Reaction SMILES: [Br:1][C:2]1[CH:3]=[N:4][C:5]([C:8]([OH:10])=O)=[N:6][CH:7]=1.C(Cl)(=O)C(Cl)=O.C(N(C(C)C)CC)(C)C.[Cl:26][C:27]1[CH:28]=[CH:29][C:30]2[CH:34]=[C:33]([S:35]([N:38]3[CH2:43][CH2:42][NH:41][CH:40]([CH2:44][CH3:45])[CH2:39]3)(=[O:37])=[O:36])[S:32][C:31]=2[CH:46]=1.[Cl-].[NH4+]>C(Cl)Cl.CN(C)C=O>[Br:1][C:2]1[CH:7]=[N:6][C:5]([C:8]([N:41]2[CH2:42][CH2:43][N:38]([S:35]([C:33]3[S:32][C:31]4[CH:46]=[C:27]([Cl:26])[CH:28]=[CH:29][C:30]=4[CH:34]=3)(=[O:37])=[O:36])[CH2:39][CH:40]2[CH2:44][CH3:45])=[O:10])=[N:4][CH:3]=1 |f:4.5|. Procedure: Under an argon atmosphere, N,N-dimethylformamide (0.15 ml) was added to a methylene chloride solution (25 ml) of 5-bromopyrimidine-2-carboxylic acid (455 mg) was added and the resulting mixture was ice cooled. Oxalyl chloride (564 mg) was added and the resulting mixture was stirred for 30 minutes under ice cooling. The resulting solution, together with diisopropylethylamine (2.7 ml), was added to a methylene chloride solution (25 ml) of 1-[(6-chlorobenzo[b]thien-2-yl)sulfonyl]-3-ethylpiperazine ...